From a dataset of the Open Reaction Database (ORD), a public repository of structured organic reaction records. describe an organic reaction: reactants, conditions, products, and yield Starting materials: CC(=O)c1cc(Br)ccc1Cl, NN, [Na+], [OH-], O, OCCOCCOCCO. Yields the product CCc1cc(Br)ccc1Cl. Reaction SMILES: [Br:6][c:7]1[cH:8][cH:9][c:10]([Cl:16])[c:11]([C:13]([CH3:14])=[O:15])[cH:12]1.[NH2:4][NH2:5].[Na+:2].[OH-:1].[OH2:3].[OH:17][CH2:18][CH2:19][O:20][CH2:21][CH2:22][O:23][CH2:24][CH2:25][OH:26]>>[Br:6][c:7]1[cH:8][cH:9][c:10]([Cl:16])[c:11]([CH2:13][CH3:14])[cH:12]1. Procedure details: A mixture of 12 g. (0.05 mole) of 2,6-dihydroxyanthraquinone, 16.5 g (0.11 mole) of 3-diethylaminopropyl chloride, 48 ml. of 10% sodium hydroxide solution, and 100 ml. of dimethylsulfoxide was stirred and heated on a steam bath for two hours. When cool, the mixture was poured into about 500 ml. of water. The solid which precipitated was filtered with suction and washed with water. The crude wet solid was dissolved in chloroform. This solution was dried over anhydrous magnesium sulfate, filtered,... Reactants: OC1=CC=2C(C3=CC=C(C=C3C(C2C=C1)=O)O)=O (2,6-dihydroxyanthraquinone), CS(=O)C (dimethylsulfoxide), C(C)N(CCCCl)CC (3-diethylaminopropyl chloride), [OH-].[Na+] (sodium hydroxide). Product: Cl.Cl.C(C)N(CCCOC1=CC=2C(C3=CC=C(C=C3C(C2C=C1)=O)OCCCN(CC)CC)=O)CC (2,6-BIS[3-(DIETHYLAMINO)PROPOXY]ANTHRAQUINONE DIHYDROCHLORIDE). RXN SMILES: [OH:1][C:2]1[CH:15]=[CH:14][C:13]2[C:12](=[O:16])[C:11]3[C:6](=[CH:7][CH:8]=[C:9]([OH:17])[CH:10]=3)[C:5](=[O:18])[C:4]=2[CH:3]=1.[CH2:19]([N:21]([CH2:26][CH3:27])[CH2:22][CH2:23][CH2:24][Cl:25])[CH3:20].[OH-].[Na+].CS(C)=O>O>[ClH:25].[ClH:25].[CH2:19]([N:21]([CH2:26][CH3:27])[CH2:22][CH2:23][CH2:24][O:1][C:2]1[CH:15]=[CH:14][C:13]2[C:12](=[O:16])[C:11]3[C:6](=[CH:7][CH:8]=[C:9]([O:17][CH2:24][CH2:23][CH2:22][N:21]([CH2:26][CH3:27])[CH2:19][CH3:20])[CH:10]=3)[C:5](=[O:18])[C:4]=2[CH:3]=1)[CH3:20] |f:2.3,6.7.8|. The solvent is O (water). The reactants are N1=CC=CC=C1 (pyridine), C(C1=CC=CC=C1)(=O)Cl (benzoic acid chloride), CC12CC3(CC(CC(C1)(C3)C)(C2)C23CC1(CC(CC(C2)(C1)C)(C3)C)C(=O)Cl)C(=O)Cl (5,5′,7,7′-tetramethyl-1,1′-biadamantane-3,3′-dicarboxylic acid chloride), C1(=CC=CC=C1)C#CC=1C=C(C=C(C(=O)Cl)C1)C(=O)Cl (5-phenylethynyl-isophthalic acid chloride). Solvent: CN1C(CCC1)=O (N-methyl-2-pyrrolidone), O (water). Conditions: temperature 60 celsius, time 3 hour. Product: O1C=NC2=C1C=CC=C2 (benzoxazole). RXN SMILES: [N:1]1[CH:6]=[CH:5][CH:4]=[CH:3][CH:2]=1.CC12CC3(C45CC6(C)CC(C)(CC(C(Cl)=O)(C6)C4)C5)CC(C)(CC([C:34](Cl)=[O:35])(C3)C1)C2.[C:37]1(C#CC2C=C(C(Cl)=O)C=C(C=2)C(Cl)=O)C=CC=CC=1.C(Cl)(=O)C1C=CC=CC=1>CN1CCCC1=O.O>[O:35]1[C:34]2[CH:2]=[CH:3][CH:4]=[CH:5][C:6]=2[N:1]=[CH:37]1. Procedure: In a 2 L four-neck flask provided with a thermometer, a Dimroth condenser and an agitator, 64.8 g of 4,6-di(3,5-dimethyl-1-adamantyl)-1,3-bis(4-amino-3-hydroxyphenoxy)benzene (0.10 mol) obtained in Synthesis example 2 was dissolved in 800 g of dried N-methyl-2-pyrrolidone under nitrogen flow followed by the addition of 17.4 g of pyridine (0.22 mol). The mixture was heated to 60° C. and 31.6 g of 5,5′,7,7′-tetramethyl-1,1′-biadamantane-3,3′-dicarboxylic acid chloride (0.070 mol) was gradually add...